From a dataset of the Open Reaction Database (ORD), a public repository of structured organic reaction records. describe an organic reaction: reactants, conditions, products, and yield Starting materials: O1C(CC=C1)=O (furanone), O1C(CC=C1)=O (furanone), C(CCC)O (butyl alcohol), O1C(CC=C1)=O (furanone), C1C(CC)O1 (1,2-Butylene oxide). Yields the product C(C)(=O)C1C(OC(C1)CC)=O (3-Acetyl-5-Ethyldihydro-2(3H)-Furanone). Reaction SMILES: [O:1]1[CH:5]=[CH:4][CH2:3][C:2]1=[O:6].[CH2:7]1[O:11][CH:8]1CC.[CH2:12](O)[CH2:13]CC>>[C:8]([CH:3]1[CH2:4][CH:5]([CH2:12][CH3:13])[O:1][C:2]1=[O:6])(=[O:11])[CH3:7]. Procedure: Sodium hydroxide (82.5 g, 205 moles) in 82.5 g H2O was added over a period of 65 minutes to a stirring solution of n-butylacetoacetate (308.6 g, 1.875 moles), 1,2-butylene oxide (108 g, 1.5 moles) and H2O (102 g) in a one liter, four-neck flask equipped with a thermometer, mechanical stirrer, addition funnel, and condenser. The reaction was stirred at about 25° C. for 10 hours. The mixture was transferred to a separatory funnel and acidified with 31% hydrochloric acid to pH 6. The organic phase ... Reactants: FC1=CC(=C(C#N)C=C1)C1=NC=CC=N1 (4-Fluoro-2-(pyrimidin-2-yl)benzonitrile), OS(=O)(=O)O (H2SO4), O (water). Conditions: temperature 100 celsius. Yields the product FC1=CC(=C(C(=O)O)C=C1)C1=NC=CC=N1 (4-Fluoro-2-(pyrimidin-2-yl)benzoic acid). RXN SMILES: [F:1][C:2]1[CH:9]=[CH:8][C:5]([C:6]#N)=[C:4]([C:10]2[N:15]=[CH:14][CH:13]=[CH:12][N:11]=2)[CH:3]=1.[OH:16]S(O)(=O)=O.[OH2:21]>>[F:1][C:2]1[CH:9]=[CH:8][C:5]([C:6]([OH:16])=[O:21])=[C:4]([C:10]2[N:15]=[CH:14][CH:13]=[CH:12][N:11]=2)[CH:3]=1. Reported procedure: 4-Fluoro-2-(pyrimidin-2-yl)benzonitrile (85 mg, 0.4 mmol) was hydrolyzed to the acid in water (1 mL) by addition of 18 M H2SO4 (1 mL). The reaction was heated at 100° C. for 10 min, then cooled to 23° C., and extracted with EtOAc (3×5 mL). The combined organics were dried (Na2SO4) and concentrated under reduced pressure. This material was used crude in subsequent reactions. Reactants: Cl.Cl.Cl.ClC1=C2C=C(N=CC2=C(C=C1)Cl)C=1C(=NC=C(C1)C=1C=NN(C1)C1CCNCC1)N (3-(5,8-dichloroisoquinolin-3-yl)-5-(1-piperidin-4-yl-1H-pyrazol-4-yl)-pyridin-2-ylamine trihydrochloride), ClC=1C=C2C=C(N=CC2=CC1)OS(=O)(=O)C(F)(F)F (trifluoromethanesulfonic acid 6-chloroisoquinolin-3-yl ester). Yields the product Cl.Cl.Cl.ClC=1C=C2C=C(N=CC2=CC1)C=1C(=NC=C(C1)C=1C=NN(C1)C1CCNCC1)N (3-(6-Chloroisoquinolin-3-yl)-5-(1-piperidin-4-yl-1H-pyrazol-4-yl)-pyridin-2-ylamine trihydrochloride). As a reaction SMILES: [ClH:1].Cl.Cl.[Cl:4][C:5]1[CH:14]=[CH:13][C:12]([Cl:15])=[C:11]2[C:6]=1[CH:7]=[C:8]([C:16]1[C:17]([NH2:33])=[N:18][CH:19]=[C:20]([C:22]3[CH:23]=[N:24][N:25]([CH:27]4[CH2:32][CH2:31][NH:30][CH2:29][CH2:28]4)[CH:26]=3)[CH:21]=1)[N:9]=[CH:10]2.[Cl:34]C1C=C2C(=CC=1)C=NC(OS(C(F)(F)F)(=O)=O)=C2>>[ClH:4].[ClH:34].[ClH:1].[Cl:15][C:12]1[CH:11]=[C:6]2[C:5](=[CH:14][CH:13]=1)[CH:10]=[N:9][C:8]([C:16]1[C:17]([NH2:33])=[N:18][CH:19]=[C:20]([C:22]3[CH:23]=[N:24][N:25]([CH:27]4[CH2:28][CH2:29][NH:30][CH2:31][CH2:32]4)[CH:26]=3)[CH:21]=1)=[CH:7]2 |f:0.1.2.3,5.6.7.8|. Reported procedure: The procedure for the preparation of 3-(5,8-dichloroisoquinolin-3-yl)-5-(1-piperidin-4-yl-1H-pyrazol-4-yl)-pyridin-2-ylamine trihydrochloride was followed, except using trifluoromethanesulfonic acid 6-chloroisoquinolin-3-yl ester in place of trifluoromethanesulfonic acid 5,8-dichloroisoquinolin-3-yl ester. This afforded the title compound as a yellow solid. 1H NMR (400 MHz, DMSO-d6): δ=2.14-2.31 (m, 4H), 3.04-3.16 (m, 2H), 3.33-3.41 (m, 2H), 4.47-4.62 (m, 3H), 7.83 (dd, J=8.8, 2.0 Hz, 1H), 8.15 ... Starting materials: solid, BrC1=CC(=CC=2C=C3N(C12)CCCNC3=O)C (7-bromo-9-methyl-2,3,4,5-tetrahydro-[1,4]diazepino[1,2-a]indol-1-one), BrC1=CC(=CC=2C=C3N(C12)CCCNC3=O)C (7-bromo-9-methyl-2,3,4,5-tetrahydro-[1,4]diazepino[1,2-a]indol-1-one), ClC1=CC=C(C=C1)B(O)O (4-chloro-phenylboronic acid). The product is ClC1=CC=C(C=C1)C1=CC(=CC=2C=C3N(C12)CCCNC3=O)C (7-(4-Chloro-phenyl)-9-methyl-2,3,4,5-tetrahydro-[1,4]diazepino[1,2-a]indol-1-one). RXN SMILES: Br[C:2]1[C:10]2[N:9]3[CH2:11][CH2:12][CH2:13][NH:14][C:15](=[O:16])[C:8]3=[CH:7][C:6]=2[CH:5]=[C:4]([CH3:17])[CH:3]=1.[Cl:18][C:19]1[CH:24]=[CH:23][C:22](B(O)O)=[CH:21][CH:20]=1>>[Cl:18][C:19]1[CH:24]=[CH:23][C:22]([C:2]2[C:10]3[N:9]4[CH2:11][CH2:12][CH2:13][NH:14][C:15](=[O:16])[C:8]4=[CH:7][C:6]=3[CH:5]=[C:4]([CH3:17])[CH:3]=2)=[CH:21][CH:20]=1. Reported procedure: The title compound, white solid (43 mg, 77%), MS (ISP) m/z=325.4 [(M+H)+], mp 258.5° C., was prepared in accordance with the general method of example 1 from 7-bromo-9-methyl-2,3,4,5-tetrahydro-[1,4]diazepino[1,2-a]indol-1-one (intermediate 11) (50 mg, 0.17 mmol) and commercially available 4-chloro-phenylboronic acid (34.7 mg, 0.22 mmol). Reactants: Nc1ccccc1C(=O)Nc1ccc(Cl)cn1, ClCCl, O=C(Cl)c1ccc(-c2ccccc2)cc1, c1ccncc1. Product: O=C(Nc1ccccc1C(=O)Nc1ccc(Cl)cn1)c1ccc(-c2ccccc2)cc1. As a reaction SMILES: [Cl:1][c:2]1[cH:3][cH:4][c:5]([NH:8][C:9]([c:10]2[c:11]([NH2:16])[cH:12][cH:13][cH:14][cH:15]2)=[O:17])[n:6][cH:7]1.[Cl:33][CH2:34][Cl:35].[c:18]1(-[c:27]2[cH:28][cH:29][cH:30][cH:31][cH:32]2)[cH:19][cH:20][c:21]([C:24](=[O:25])[Cl:26])[cH:22][cH:23]1.[cH:36]1[cH:37][cH:38][n:39][cH:40][cH:41]1>>[Cl:1][c:2]1[cH:3][cH:4][c:5]([NH:8][C:9]([c:10]2[c:11]([NH:16][C:24]([c:21]3[cH:20][cH:19][c:18](-[c:27]4[cH:28][cH:29][cH:30][cH:31][cH:32]4)[cH:23][cH:22]3)=[O:25])[cH:12][cH:13][cH:14][cH:15]2)=[O:17])[n:6][cH:7]1. The reactants are CNCCCCCO, Clc1nc2ccccc2s1, [I-], [Na+], [Na+], O=C([O-])[O-]. The product is CN(CCCCCO)c1nc2ccccc2s1. As a reaction SMILES: [CH3:1][NH:2][CH2:3][CH2:4][CH2:5][CH2:6][CH2:7][OH:8].[Cl:9][c:10]1[s:11][c:12]2[c:13]([n:14]1)[cH:15][cH:16][cH:17][cH:18]2.[I-:25].[Na+:19].[Na+:20].[O-:21][C:22](=[O:23])[O-:24]>>[CH3:1][N:2]([CH2:3][CH2:4][CH2:5][CH2:6][CH2:7][OH:8])[c:10]1[s:11][c:12]2[c:13]([n:14]1)[cH:15][cH:16][cH:17][cH:18]2.